From a dataset of the Open Reaction Database (ORD), a public repository of structured organic reaction records. describe an organic reaction: reactants, conditions, products, and yield Starting materials: C(=O)C1=CC(=NC(=N1)C(F)(F)F)OC1CCN(CC1)C(=O)OC(C)(C)C (tert-butyl 4-{[6-formyl-2-(trifluoromethyl)pyrimidin-4-yl]oxy}piperidine-1-carboxylate), CNC (dimethylamine), C1=CC(=CC=C1C(=O)O)NCC(=O)NCC#N (H-100). Yields the product CN(C)CC1=CC(=NC(=N1)C(F)(F)F)OC1CCN(CC1)C(=O)OC(C)(C)C (tert-Butyl 4-{[6-[(dimethylamino)methyl]-2-(trifluoromethyl)pyrimidin-4-yl]oxy}piperidine-1-carboxylate). Reaction SMILES: [CH:1]([C:3]1[N:8]=[C:7]([C:9]([F:12])([F:11])[F:10])[N:6]=[C:5]([O:13][CH:14]2[CH2:19][CH2:18][N:17]([C:20]([O:22][C:23]([CH3:26])([CH3:25])[CH3:24])=[O:21])[CH2:16][CH2:15]2)[CH:4]=1)=O.[CH3:27][NH:28][CH3:29].C1C(C(O)=O)=CC=C(NCC(NCC#N)=O)C=1>>[CH3:27][N:28]([CH2:1][C:3]1[N:8]=[C:7]([C:9]([F:12])([F:10])[F:11])[N:6]=[C:5]([O:13][CH:14]2[CH2:19][CH2:18][N:17]([C:20]([O:22][C:23]([CH3:24])([CH3:25])[CH3:26])=[O:21])[CH2:16][CH2:15]2)[CH:4]=1)[CH3:29]. Procedure details: The title compound was prepared according to the method of Example 41, Step 2 using tert-butyl 4-{[6-formyl-2-(trifluoromethyl)pyrimidin-4-yl]oxy}piperidine-1-carboxylate and dimethylamine as starting materials. LCMS (M+H-100)+: 405.2. Reactants: ClC1=NC2=CC=C(C=C2C=C1)Cl (2,6-dichloroquinoline), FC=1C=C(CN)C=CC1 (3-fluorobenzylamine), N1=CC(=CC=C1)CN (3-picolylamine). The product is FC=1C=C(CNC2=NC3=CC=C(C=C3C=C2)NCC=2C=NC=CC2)C=CC1 (N2-(3-Fluoro-benzyl)-N6-pyridin-3-ylmethyl-quinoline-2,6-diamine). As a reaction SMILES: Cl[C:2]1[CH:11]=[CH:10][C:9]2[C:4](=[CH:5][CH:6]=[C:7](Cl)[CH:8]=2)[N:3]=1.[F:13][C:14]1[CH:15]=[C:16]([CH:19]=[CH:20][CH:21]=1)[CH2:17][NH2:18].[N:22]1[CH:27]=[CH:26][CH:25]=[C:24]([CH2:28][NH2:29])[CH:23]=1>>[F:13][C:14]1[CH:15]=[C:16]([CH:19]=[CH:20][CH:21]=1)[CH2:17][NH:18][C:2]1[CH:11]=[CH:10][C:9]2[C:4](=[CH:5][CH:6]=[C:7]([NH:29][CH2:28][C:24]3[CH:23]=[N:22][CH:27]=[CH:26][CH:25]=3)[CH:8]=2)[N:3]=1. Reported procedure: The title compound, MS: m/e=359.1 (M+H+), was prepared in accordance with the general method of example 1 from 2,6-dichloroquinoline, 3-fluorobenzylamine and 3-picolylamine. Reactants: C(C(C)(C)C)(=O)OCI (iodomethyl pivalate), C(O)([O-])=O.[Na+] (sodium hydrogen carbonate), O[C@H](C)[C@@H]1[C@@H]2N(C(=C([C@@H]2C)C2=CN3C(S2)=CN=C3)C(=O)O)C1=O ((1S,5R,6S)-6-((1R)-1-hydroxyethyl)-2-(imidazo[5,1-b]thiazol-2-yl)-1-methyl-1-carbapen-2-em-3-carboxylic acid). Solvent: CN(C)C=O (DMF), O (water), C(C)(=O)OCC (ethyl acetate). Conditions: time 2 hour. Product: O[C@H](C)[C@@H]1[C@@H]2N(C(=C([C@@H]2C)C2=CN3C(S2)=CN=C3)C(=O)OCOC(C(C)(C)C)=O)C1=O (Pivaloyloxymethyl (1S,5R,6S)-6-((1R)-1-hydroxyethyl)-2-(imidazo[5,1-b]thiazol-2-yl)-1-methyl-1-carbapen-2-em-3-carboxylate). As a reaction SMILES: [OH:1][C@@H:2]([C@H:4]1[C:22](=[O:23])[N:6]2[C:7]([C:19]([OH:21])=[O:20])=[C:8]([C:11]3[S:15][C:14]4=[CH:16][N:17]=[CH:18][N:13]4[CH:12]=3)[C@H:9]([CH3:10])[C@H:5]12)[CH3:3].C(=O)([O-])O.[Na+].[C:29]([O:35][CH2:36]I)(=[O:34])[C:30]([CH3:33])([CH3:32])[CH3:31]>O.CN(C=O)C.C(OCC)(=O)C>[OH:1][C@@H:2]([C@H:4]1[C:22](=[O:23])[N:6]2[C:7]([C:19]([O:21][CH2:36][O:35][C:29](=[O:34])[C:30]([CH3:33])([CH3:32])[CH3:31])=[O:20])=[C:8]([C:11]3[S:15][C:14]4=[CH:16][N:17]=[CH:18][N:13]4[CH:12]=3)[C@H:9]([CH3:10])[C@H:5]12)[CH3:3] |f:1.2|. Reported procedure: To a suspension of 947 mg of (1S,5R,6S)-6-((1R)-1-hydroxyethyl)-2-(imidazo[5,1-b]thiazol-2-yl)-1-methyl-1-carbapen-2-em-3-carboxylic acid in 180 ml of water was added 7.8 ml of 0.1 N aqueous sodium hydrogen carbonate, and the mixture was stirred at room temperature for 2 hours to form a solution, which was then frozen. The frozen solution was dissolved in 12 ml of dry DMF, mixed with 0.36 ml of iodomethyl pivalate under the atmosphere of argon at −30° C., and stirred for 1.5 hours during which t... As a reaction SMILES: [NH2:1][C:2]1[C:19]([Br:20])=[CH:18][C:5]([C:6]([C:11]2[CH:16]=[CH:15][C:14]([F:17])=[CH:13][CH:12]=2)=[CH:7][C:8]([OH:10])=O)=[CH:4][C:3]=1[Br:21].ClC(OCC)=O.[NH:28]1[CH2:33][CH2:32][O:31][CH2:30][CH2:29]1>C(N(CC)CC)C>[NH2:1][C:2]1[C:3]([Br:21])=[CH:4][C:5]([C:6]([C:11]2[CH:16]=[CH:15][C:14]([F:17])=[CH:13][CH:12]=2)=[CH:7][C:8]([N:28]2[CH2:33][CH2:32][O:31][CH2:30][CH2:29]2)=[O:10])=[CH:18][C:19]=1[Br:20]. Run in C(C)N(CC)CC (triethylamine). Product: NC1=C(C=C(C(=CC(=O)N2CCOCC2)C2=CC=C(C=C2)F)C=C1Br)Br (4-Amino-3,5-dibromo-β-(4'-fluorophenyl)-cinnamic acid morpholide). Reactants: NC1=C(C=C(C(=CC(=O)O)C2=CC=C(C=C2)F)C=C1Br)Br (4-amino-3,5-dibromo-β-(4'-fluorophenyl)-cinnamic acid), ClC(=O)OCC (ethyl chloroformate), N1CCOCC1 (morpholine). Procedure details: This compound was prepared from 4-amino-3,5-dibromo-β-(4'-fluorophenyl)-cinnamic acid (isomer ratio A:B=2.5:1), ethyl chloroformate, triethylamine and morpholine analogous to Example 1(c). Reactants: N1=CC=CC2=CC=CC=C12 (quinoline), SeO2, OO (H2O2). Solvent: C(CCC)O (n-butanol). The product is [N+]1(=CC=CC2=CC=CC=C12)[O-] (quinoline oxide). As a reaction SMILES: [N:1]1[C:10]2[C:5](=[CH:6][CH:7]=[CH:8][CH:9]=2)[CH:4]=[CH:3][CH:2]=1.[OH:11]O>C(O)CCC>[N+:1]1([O-:11])[C:10]2[C:5](=[CH:6][CH:7]=[CH:8][CH:9]=2)[CH:4]=[CH:3][CH:2]=1. Reported procedure: A quantity of 40 ml n-butanol, 25 ml 96% quinoline i.e. 203 mmoles and 250 mg SeO2 is introduced successively into a reactor with a capacity of 125 ml. 6 ml of 85% H2O2 are then added in 10 minutes (i.e. 200 mmoles), and the mixture is allowed to react for 2 hours at 343 K. whilst removing the water formed by azeotropic distillation. 140 mmoles of quinoline oxide are obtained in this way. The results are as follows: The reactants are C(=O)(OC)CN1C(=O)[C@@H](CC2=CC=CC=C12)NC(=O)C=1NC2=CC=C(C=C2C1)Cl ((R)-1-carbomethoxymethyl-3-(5-chloroindole-2-carbonylamino)-3,4-dihydrocarbostyril), O.[OH-].[Li+] (Lithium hydroxide monohydrate), Cl (hydrochloric acid). Solvent: O1CCCC1 (tetrahydrofuran), CO (methanol), O (water). Yields the product C(=O)(O)CN1C(=O)[C@@H](CC2=CC=CC=C12)NC(=O)C=1NC2=CC=C(C=C2C1)Cl ((R)-1-carboxymethyl-3-(5-chloroindole-2-carbonylamino)-3,4-dihydrocarbostyril). Procedure details: (R)-1-carbomethoxymethyl-3-(5-chloroindole-2-carbonylamino)-3,4-dihydrocarbostyril (Example 7) (13 mg) was dissolved in a 2:2:1 mixture of tetrahydrofuran, methanol, and water (5 mL). Lithium hydroxide monohydrate (3 mg) was added, and the resulting mixture was stirred at room temperature for 2 h. Addition of 1.0 M aqueous hydrochloric acid (10 mL) was followed by extraction with ethyl acetate (20 mL twice). The combined organic layers were washed with brine (10 mL), dried over anhydrous sodium ... Reaction SMILES: [C:1]([CH2:5][N:6]1[C:16]2[C:11](=[CH:12][CH:13]=[CH:14][CH:15]=2)[CH2:10][C@@H:9]([NH:17][C:18]([C:20]2[NH:21][C:22]3[C:27]([CH:28]=2)=[CH:26][C:25]([Cl:29])=[CH:24][CH:23]=3)=[O:19])[C:7]1=[O:8])([O:3]C)=[O:2].O.[OH-].[Li+].Cl>O1CCCC1.CO.O>[C:1]([CH2:5][N:6]1[C:16]2[C:11](=[CH:12][CH:13]=[CH:14][CH:15]=2)[CH2:10][C@@H:9]([NH:17][C:18]([C:20]2[NH:21][C:22]3[C:27]([CH:28]=2)=[CH:26][C:25]([Cl:29])=[CH:24][CH:23]=3)=[O:19])[C:7]1=[O:8])([OH:3])=[O:2] |f:1.2.3|. Run at time 2 hour. Yield: 95.6%. Reaction SMILES: [NH2:17][c:18]1[cH:19][c:20]([C:24](=[O:25])[N:26]2[CH2:27][CH2:28][N:29]([CH2:32][c:33]3[cH:34][cH:35][c:36]([C:39]([C:40]([F:41])([F:42])[F:43])([C:44]([F:45])([F:46])[F:47])[OH:48])[cH:37][cH:38]3)[CH2:30][CH2:31]2)[cH:21][cH:22][cH:23]1.[O:49]1[CH2:50][CH2:51][O:52][CH2:53][CH2:54]1.[n:1]1[cH:2][cH:3][c:4]([NH:7][C:8]([O:9][c:10]2[cH:11][cH:12][cH:13][cH:14][cH:15]2)=[O:16])[cH:5][cH:6]1>>[n:1]1[cH:2][cH:3][c:4]([NH:7][C:8](=[O:16])[NH:17][c:18]2[cH:19][c:20]([C:24](=[O:25])[N:26]3[CH2:27][CH2:28][N:29]([CH2:32][c:33]4[cH:34][cH:35][c:36]([C:39]([C:40]([F:41])([F:42])[F:43])([C:44]([F:45])([F:46])[F:47])[OH:48])[cH:37][cH:38]4)[CH2:30][CH2:31]3)[cH:21][cH:22][cH:23]2)[cH:5][cH:6]1. The product is O=C(Nc1ccncc1)Nc1cccc(C(=O)N2CCN(Cc3ccc(C(O)(C(F)(F)F)C(F)(F)F)cc3)CC2)c1. The reactants are Nc1cccc(C(=O)N2CCN(Cc3ccc(C(O)(C(F)(F)F)C(F)(F)F)cc3)CC2)c1, C1COCCO1, O=C(Nc1ccncc1)Oc1ccccc1. Starting materials: CC(C)(C)OC(=O)N1CC(c2nc(CCl)cs2)C1, O=C([O-])[O-], CC#N, [Cs+], [Cs+], Oc1ccc(-n2cnnn2)cc1. The product is CC(C)(C)OC(=O)N1CC(c2nc(COc3ccc(-n4cnnn4)cc3)cs2)C1. As a reaction SMILES: [C:1]([CH3:2])([CH3:3])([CH3:4])[O:5][C:6](=[O:7])[N:8]1[CH2:9][CH:10]([c:12]2[s:13][cH:14][c:15]([CH2:17][Cl:18])[n:16]2)[CH2:11]1.[C:31](=[O:32])([O-:33])[O-:34].[CH3:37][C:38]#[N:39].[Cs+:35].[Cs+:36].[n:19]1(-[c:24]2[cH:25][cH:26][c:27]([OH:30])[cH:28][cH:29]2)[n:20][n:21][n:22][cH:23]1>>[C:1]([CH3:2])([CH3:3])([CH3:4])[O:5][C:6](=[O:7])[N:8]1[CH2:9][CH:10]([c:12]2[s:13][cH:14][c:15]([CH2:17][O:30][c:27]3[cH:26][cH:25][c:24](-[n:19]4[n:20][n:21][n:22][cH:23]4)[cH:29][cH:28]3)[n:16]2)[CH2:11]1. Reactants: Brc1cccc2cnccc12, CC(C)(C)OC(=O)N1CCC(N)C1, O=C([O-])[O-], CC(=O)[O-], CC(=O)[O-], Cc1ccccc1, [Cs+], [Cs+], [Pd+2]. Product: CC(C)(C)OC(=O)N1CCC(Nc2cccc3cnccc23)C1. Reaction SMILES: [Br:1][c:2]1[c:3]2[cH:4][cH:5][n:6][cH:7][c:8]2[cH:9][cH:10][cH:11]1.[C:12]([CH3:13])([CH3:14])([CH3:15])[O:16][C:17](=[O:18])[N:19]1[CH2:20][CH:21]([NH2:24])[CH2:22][CH2:23]1.[C:25](=[O:26])([O-:27])[O-:28].[C:31]([O-:32])(=[O:33])[CH3:34].[C:36]([O-:37])(=[O:38])[CH3:39].[CH3:40][c:41]1[cH:42][cH:43][cH:44][cH:45][cH:46]1.[Cs+:29].[Cs+:30].[Pd+2:35]>>[c:2]1([NH:24][CH:21]2[CH2:20][N:19]([C:17]([O:16][C:12]([CH3:13])([CH3:14])[CH3:15])=[O:18])[CH2:23][CH2:22]2)[c:3]2[cH:4][cH:5][n:6][cH:7][c:8]2[cH:9][cH:10][cH:11]1.